From a dataset of the Open Reaction Database (ORD), a public repository of structured organic reaction records. describe an organic reaction: reactants, conditions, products, and yield Starting materials: CCCC(CO)CO, Cc1ccccc1, O=CCCc1ccc(C(F)(F)F)cc1. Yields the product CCCC1COC(CCc2ccc(C(F)(F)F)cc2)OC1. RXN SMILES: [CH2:1]([CH2:2][CH3:3])[CH:4]([CH2:5][OH:6])[CH2:7][OH:8].[CH3:23][c:24]1[cH:25][cH:26][cH:27][cH:28][cH:29]1.[F:9][C:10]([c:11]1[cH:12][cH:13][c:14]([CH2:17][CH2:18][CH:19]=[O:20])[cH:15][cH:16]1)([F:21])[F:22]>>[CH2:1]([CH2:2][CH3:3])[CH:4]1[CH2:5][O:6][CH:19]([CH2:18][CH2:17][c:14]2[cH:13][cH:12][c:11]([C:10]([F:9])([F:21])[F:22])[cH:16][cH:15]2)[O:8][CH2:7]1. Starting materials: CCNCC1COc2ccc(O)cc2O1, CCN(C(C)C)C(C)C, O=c1ccc2ccc(OCCCCl)cc2o1, [I-], [Na+], CN(C)C=O. Product: CCN(CCCOc1ccc2ccc(=O)oc2c1)CC1COc2ccc(O)cc2O1. RXN SMILES: [CH2:1]([CH3:2])[NH:3][CH2:4][CH:5]1[CH2:6][O:7][c:8]2[c:9]([cH:11][c:12]([OH:15])[cH:13][cH:14]2)[O:10]1.[CH:32]([N:33]([CH:34]([CH3:35])[CH3:36])[CH2:37][CH3:38])([CH3:39])[CH3:40].[Cl:16][CH2:17][CH2:18][CH2:19][O:20][c:21]1[cH:22][cH:23][c:24]2[cH:25][cH:26][c:27](=[O:31])[o:28][c:29]2[cH:30]1.[I-:42].[Na+:41].[O:43]=[CH:44][N:45]([CH3:46])[CH3:47]>>[CH2:1]([CH3:2])[N:3]([CH2:4][CH:5]1[CH2:6][O:7][c:8]2[c:9]([cH:11][c:12]([OH:15])[cH:13][cH:14]2)[O:10]1)[CH2:17][CH2:18][CH2:19][O:20][c:21]1[cH:22][cH:23][c:24]2[cH:25][cH:26][c:27](=[O:31])[o:28][c:29]2[cH:30]1. The reactants are C(N)(SC)=S (methyl dithiocarbamate), C(C1=CC=CC=C1)(C1=CC=CC=C1)OC(=O)C=1N2C(C(C2SCC1C(C=O)Br)NC(=O)OC(C)(C)C)=O (2-benzhydryloxycarbonyl-3-(1-bromo-2-oxoethyl)-7-t-butoxycarbonylamino-8-oxo-5-thia-1-azabicyclo[4.2.0]oct-2-ene). The solvent is O (water), C(C)(=O)OCC (ethyl acetate), O1CCCC1 (tetrahydrofuran), C(C)O (ethanol). Run at temperature 66 celsius. The product is C(C1=CC=CC=C1)(C1=CC=CC=C1)OC(=O)C=1N2C(C(C2SCC1C1=CN=C(S1)SC)NC(=O)OC(C)(C)C)=O (2-benzhydryloxycarbonyl-7-t-butoxycarbonylamino-3-(2-methylthio-thiazol-5-yl)-8-oxo-5-thia-1-azabicyclo[4.2.0]oct-2-ene). Isolated yield 16.4%. As a reaction SMILES: [C:1](=[S:5])([S:3][CH3:4])[NH2:2].[CH:6]([O:19][C:20]([C:22]1[N:23]2[CH:26]([S:27][CH2:28][C:29]=1[CH:30](Br)[CH:31]=O)[CH:25]([NH:34][C:35]([O:37][C:38]([CH3:41])([CH3:40])[CH3:39])=[O:36])[C:24]2=[O:42])=[O:21])([C:13]1[CH:18]=[CH:17][CH:16]=[CH:15][CH:14]=1)[C:7]1[CH:12]=[CH:11][CH:10]=[CH:9][CH:8]=1>O1CCCC1.C(O)C.O.C(OCC)(=O)C>[CH:6]([O:19][C:20]([C:22]1[N:23]2[CH:26]([S:27][CH2:28][C:29]=1[C:30]1[S:5][C:1]([S:3][CH3:4])=[N:2][CH:31]=1)[CH:25]([NH:34][C:35]([O:37][C:38]([CH3:39])([CH3:40])[CH3:41])=[O:36])[C:24]2=[O:42])=[O:21])([C:7]1[CH:12]=[CH:11][CH:10]=[CH:9][CH:8]=1)[C:13]1[CH:14]=[CH:15][CH:16]=[CH:17][CH:18]=1. Procedure: A solution of methyl dithiocarbamate (9 g) in tetrahydrofuran (250 cc) is heated to the reflux temperature, and a solution of 2-benzhydryloxycarbonyl-3-(1-bromo-2-oxoethyl)-7-t-butoxycarbonylamino-8-oxo-5-thia-1-azabicyclo[4.2.0]oct-2-ene (44 g) in ethanol (100 cc) is then added. The reaction mixture is heated at 66° C. for 65 minutes and is then diluted with water (2 liters) and ethyl acetate (1 liter). The aqueous phase is decanted and washed with ethyl acetate (250 cc). The combined organic p... Reactants: O=C(CBr)OCc1ccccc1, O=C([O-])[O-], [K+], [K+], O=c1cc[nH]c(=O)[nH]1, CN(C)C=O, O. Yields the product O=C(Cn1ccc(=O)[nH]c1=O)OCc1ccccc1. Reaction SMILES: [Br:9][CH2:10][C:11](=[O:12])[O:13][CH2:14][c:15]1[cH:16][cH:17][cH:18][cH:19][cH:20]1.[C:21](=[O:22])([O-:23])[O-:24].[K+:25].[K+:26].[O:1]=[c:2]1[nH:3][cH:4][cH:5][c:6](=[O:8])[nH:7]1.[O:28]=[CH:29][N:30]([CH3:31])[CH3:32].[OH2:27]>>[O:1]=[c:2]1[n:3]([CH2:10][C:11](=[O:12])[O:13][CH2:14][c:15]2[cH:16][cH:17][cH:18][cH:19][cH:20]2)[cH:4][cH:5][c:6](=[O:8])[nH:7]1. Reactants: CCCC[N+](CCCC)(CCCC)CCCC, CC#N, CCNC(=O)c1ccc(-n2cc(C(=O)NC3CC3)nn2)c(OCCOCCBr)c1, [F-], O. Product: CCNC(=O)c1ccc(-n2cc(C(=O)NC3CC3)nn2)c(OCCOCCF)c1. Reaction SMILES: [CH2:32]([N+:33]([CH2:34][CH2:35][CH2:36][CH3:37])([CH2:38][CH2:39][CH2:40][CH3:41])[CH2:42][CH2:43][CH2:44][CH3:45])[CH2:46][CH2:47][CH3:48].[CH3:49][C:50]#[N:51].[CH:1]1([NH:4][C:5](=[O:6])[c:7]2[n:8][n:9][n:10](-[c:12]3[c:13]([O:23][CH2:24][CH2:25][O:26][CH2:27][CH2:28][Br:29])[cH:14][c:15]([C:18](=[O:19])[NH:20][CH2:21][CH3:22])[cH:16][cH:17]3)[cH:11]2)[CH2:2][CH2:3]1.[F-:31].[OH2:30]>>[CH:1]1([NH:4][C:5](=[O:6])[c:7]2[n:8][n:9][n:10](-[c:12]3[c:13]([O:23][CH2:24][CH2:25][O:26][CH2:27][CH2:28][F:31])[cH:14][c:15]([C:18](=[O:19])[NH:20][CH2:21][CH3:22])[cH:16][cH:17]3)[cH:11]2)[CH2:2][CH2:3]1.